Dataset: the Open Reaction Database (ORD), a public repository of structured organic reaction records. Task: describe an organic reaction: reactants, conditions, products, and yield Starting materials: N1=C(C=CC=C1)C#N (pyridine-2-carbonitrile), O.NN (hydrazine hydrate). Solvent: C(C)O (ethanol), O (water). The product is N1=C(C=CC=C1)C(N)=NN (pyridine-2-carbohydrazonamide). Reaction SMILES: [N:1]1[CH:6]=[CH:5][CH:4]=[CH:3][C:2]=1[C:7]#[N:8].O.[NH2:10][NH2:11]>C(O)C.O>[N:1]1[CH:6]=[CH:5][CH:4]=[CH:3][C:2]=1[C:7](=[N:10][NH2:11])[NH2:8] |f:1.2|. Procedure: A solution of pyridine-2-carbonitrile 20 g (192 mM), hydrazine hydrate (3 eq.) in ethanol (50 ml) is stirred at room temperature for 18 hrs. Reaction mass is then diluted with water, extracted with ethyl acetate, dried over anhydrous sodium sulphate and concentrated under vacuum to yield desired compound. Reactants: C#CC1(OC(C)=O)CCCCC1, CO, CN. The product is C#CC1(NC)CCCCC1. RXN SMILES: [C:1]([O:2][C:5]1([C:11]#[CH:12])[CH2:6][CH2:7][CH2:8][CH2:9][CH2:10]1)(=[O:3])[CH3:4].[CH3:13][OH:14].[CH3:15][NH2:16]>>[C:5]1([C:11]#[CH:12])([NH:16][CH3:15])[CH2:6][CH2:7][CH2:8][CH2:9][CH2:10]1. Reactants: C(C)OC(C1=CC(=CC(=C1)O)OC1=CC=C(C=C1)C#N)=O (3-(4-cyano-phenoxy)-5-hydroxy-benzoic acid ethyl ester), C(C)(C)(C)OC(NCCCBr)=O ((3-bromo-propyl)-carbamic acid tert-butyl ester). Product: C(C)OC(C1=CC(=CC(=C1)OC1=CC=C(C=C1)C#N)OCCCNC(=O)OC(C)(C)C)=O (3-(3-tert-Butoxycarbonylamino propoxy)-5-(4-cyano Phenoxy)benzoic Acid Ethyl Ester). The yield is 68.0%. Reaction SMILES: [CH2:1]([O:3][C:4](=[O:21])[C:5]1[CH:10]=[C:9]([OH:11])[CH:8]=[C:7]([O:12][C:13]2[CH:18]=[CH:17][C:16]([C:19]#[N:20])=[CH:15][CH:14]=2)[CH:6]=1)[CH3:2].[C:22]([O:26][C:27](=[O:33])[NH:28][CH2:29][CH2:30][CH2:31]Br)([CH3:25])([CH3:24])[CH3:23]>>[CH2:1]([O:3][C:4](=[O:21])[C:5]1[CH:6]=[C:7]([O:12][C:13]2[CH:18]=[CH:17][C:16]([C:19]#[N:20])=[CH:15][CH:14]=2)[CH:8]=[C:9]([O:11][CH2:31][CH2:30][CH2:29][NH:28][C:27]([O:26][C:22]([CH3:23])([CH3:25])[CH3:24])=[O:33])[CH:10]=1)[CH3:2]. Procedure details: Following the procedure of Example 69(b) 3-(4-cyano-phenoxy)-5-hydroxy-benzoic acid ethyl ester 0.9 g (3.17 mmol) and (3-bromo-propyl)-carbamic acid tert-butyl ester (1.5 g, 6.34 mmol) were used to afford 0.95 g of the required product. 1H NMR (DMSO-d6): δ 2.05 (4H, m), 3.35 (2H, m), 3.90 (3H, s), 4.08 (211, t), 4.72 (1H, brs), 6.78 (1H, t), 7.02 (2H, d), 7.28 (1H, s), 7.41 (1H, s), 7.62 (2H, d), 8.05 (1H, brs). The reactants are [Na].OC(=C[N+](=O)[O-])C(OC1=C(C=CC=C1)OC)C1=CC=CC=C1 (2-hydroxy-1-nitro-3-phenyl-3-(2-methoxy-phenoxy)-propene sodium salt), [OH-].[Na+] (NaOH), [H-].[H-].[H-].[H-].[Li+].[Al+3] (LiAlH4), O (water), O (water). The solvent is O1CCCC1 (tetrahydrofuran), O1CCCC1 (tetrahydrofuran). The product is OC(CN)C(C1=CC=CC=C1)OC1=C(C=CC=C1)OC (2-hydroxy-3-(2-methoxy-phenoxy)-3-phenyl-propylamine). The yield is 47.5%. As a reaction SMILES: [H-].[H-].[H-].[H-].[Li+].[Al+3].[Na].[OH:8][C:9]([CH:14]([C:24]1[CH:29]=[CH:28][CH:27]=[CH:26][CH:25]=1)[O:15][C:16]1[CH:21]=[CH:20][CH:19]=[CH:18][C:17]=1[O:22][CH3:23])=[CH:10][N+:11]([O-])=O.O.[OH-].[Na+]>O1CCCC1>[OH:8][CH:9]([CH:14]([O:15][C:16]1[CH:21]=[CH:20][CH:19]=[CH:18][C:17]=1[O:22][CH3:23])[C:24]1[CH:29]=[CH:28][CH:27]=[CH:26][CH:25]=1)[CH2:10][NH2:11] |f:0.1.2.3.4.5,6.7,9.10,^1:6|. Procedure: To a suspension of 0.55 g of LiAlH4 in 18 ml of anhydrous tetrahydrofuran there was added dropwise at 30° C. over 4 hours 1 g of 2-hydroxy-1-nitro-3-phenyl-3-(2-methoxy-phenoxy)-propene sodium salt in 70 ml of anhydrous tetrahydrofuran. After the addition, the mixture was cooled and decomposed with water, 15% NaOH, water. It was then filtered; the solid was washed with tetrahydrofuran and the solvent evaporated to dryness. The residue was dissolved in ethyl ether and extracted with 3% HCl, made ... Starting materials: CCOC(C#Cc1cncc(S(C)(=O)=O)c1)(OCC)OCC, Cc1ccccc1, O, Cc1ccc(S(=O)(=O)O)cc1. Yields the product CCOC(=O)C#Cc1cncc(S(C)(=O)=O)c1. As a reaction SMILES: [CH3:13][S:14](=[O:15])(=[O:16])[c:17]1[cH:18][n:19][cH:20][c:21]([C:23]#[C:24][C:25]([O:26][CH2:27][CH3:28])([O:29][CH2:33][CH3:34])[O:30][CH2:31][CH3:32])[cH:22]1.[CH3:35][c:36]1[cH:37][cH:38][cH:39][cH:40][cH:41]1.[OH2:1].[c:2]1([CH3:3])[cH:4][cH:5][c:6]([S:7]([OH:8])(=[O:9])=[O:10])[cH:11][cH:12]1>>[CH3:13][S:14](=[O:15])(=[O:16])[c:17]1[cH:18][n:19][cH:20][c:21]([C:23]#[C:24][C:25]([O:26][CH2:27][CH3:28])=[O:29])[cH:22]1. The reactants are C(CCCC=CCCCCCC)(=O)O (5-dodecenoic acid), C(CCCCC=CCCCCC)(=O)O (6-dodecenoic acid). Yields the product C(C=CCCCCCCCCC)(=O)O (2-dodecenoic acid). As a reaction SMILES: [C:1]([OH:14])(=[O:13])[CH2:2][CH2:3][CH2:4][CH:5]=[CH:6][CH2:7][CH2:8][CH2:9][CH2:10][CH2:11][CH3:12].C(O)(=O)CCCCC=CCCCCC>>[C:1]([OH:14])(=[O:13])[CH:2]=[CH:3][CH2:4][CH2:5][CH2:6][CH2:7][CH2:8][CH2:9][CH2:10][CH2:11][CH3:12]. Procedure: 5-dodecenoic acid; 6-dodecenoic acid; Reactants: ClC1=C(C=O)C(=CC=C1)F (2-chloro-6-fluorobenzaldehyde), NC1=NC=C(C=C1)C#N (2-amino-5-cyanopyridine), ClC1=C(C=C)C(=CC=C1)F (2-chloro-6-fluorostyrene), ClC1=C(C(=CC=C1)F)[C@@H]1[C@@H](C1)N=C=O (cis-2-(2-chloro-6-fluorophenyl) cyclopropylisocyanate). Product: ClC1=C(C(=CC=C1)F)[C@@H]1[C@@H](C1)NC(=O)NC1=NC=C(C=C1)C#N (N-(cis-2-(2-chloro-6-fluorophenyl)-cyclopropyl)-N′-(5-cyanopyrid-2-yl)-urea). Reaction SMILES: ClC1C=CC=C(F)C=1C=O.ClC1C=CC=C(F)C=1C=C.[Cl:21][C:22]1[CH:27]=[CH:26][CH:25]=[C:24]([F:28])[C:23]=1[C@H:29]1[CH2:31][C@H:30]1[N:32]=[C:33]=[O:34].[NH2:35][C:36]1[CH:41]=[CH:40][C:39]([C:42]#[N:43])=[CH:38][N:37]=1>>[Cl:21][C:22]1[CH:27]=[CH:26][CH:25]=[C:24]([F:28])[C:23]=1[C@H:29]1[CH2:31][C@H:30]1[NH:32][C:33]([NH:35][C:36]1[CH:41]=[CH:40][C:39]([C:42]#[N:43])=[CH:38][N:37]=1)=[O:34]. Reported procedure: 2-chloro-6-fluorobenzaldehyde (Aldrich), was converted to 2-chloro-6-fluorostyrene according to the method described in Example 377 of WO 93/03022 and then to cis-2-(2-chloro-6-fluorophenyl) cyclopropylisocyanate analogously to the method described in Example 348 of WO 93/03022. This compound was then condensed with 2-amino-5-cyanopyridine of Example 41 in a manner analogous to the method in Example 7 to provide N-(cis-2-(2-chloro-6-fluorophenyl)-cyclopropyl)-N′-(5-cyanopyrid-2-yl)-urea: Mp 189°...